Dataset: the Open Reaction Database (ORD), a public repository of structured organic reaction records. Task: describe an organic reaction: reactants, conditions, products, and yield Reactants: CC(C)C(NC(=O)OCc1ccccc1)C(=O)O, CCO, ClCCl, COc1ccc(COC(=O)C(O)C(C)C)cc1. The product is COc1ccc(COC(=O)C(OC(=O)C(NC(=O)OCc2ccccc2)C(C)C)C(C)C)cc1. Reaction SMILES: [CH2:18]([c:19]1[cH:20][cH:21][cH:22][cH:23][cH:24]1)[O:25][C:26](=[O:27])[NH:28][CH:29]([CH:30]([CH3:31])[CH3:32])[C:33](=[O:34])[OH:35].[CH3:36][CH2:37][OH:38].[Cl:39][CH2:40][Cl:41].[OH:1][CH:2]([C:3](=[O:4])[O:5][CH2:6][c:7]1[cH:8][cH:9][c:10]([O:13][CH3:14])[cH:11][cH:12]1)[CH:15]([CH3:16])[CH3:17]>>[O:1]([CH:2]([C:3](=[O:4])[O:5][CH2:6][c:7]1[cH:8][cH:9][c:10]([O:13][CH3:14])[cH:11][cH:12]1)[CH:15]([CH3:16])[CH3:17])[C:33]([CH:29]([NH:28][C:26]([O:25][CH2:18][c:19]1[cH:20][cH:21][cH:22][cH:23][cH:24]1)=[O:27])[CH:30]([CH3:31])[CH3:32])=[O:34]. The product is N1[C@@H](CCC1=O)C(=O)N1[C@H](C(=O)N[C@@H](CC2=CNC3=CC=CC=C23)C(=O)N[C@@H](CCSC)C(=O)N)CCC1 (Pyr-Pro-Trp-Met-NH2), C(C)(C)OC(C)C (diisopropyl ether). The solvent is CN(C=O)C (dimethylformamide). Procedure details: To a solution of 1.584 g (7 mmol) of Pry-Pro-OH (III) dissolved in 20 ml of anhydrous tetrahydrofuran, 0.79 ml (7 mmol) of N-methylmorpholine and 0.69 ml (7 mmol) of ethylchloroformate were successively added at -12° C. After stirring for 2 minutes, a cold solution of 2.596 g (7 mmol) of HCl.H-Trp-Met-NH2 (II) and 0.79 ml (7 mmol) of N-methylmorpholine in 20 ml of dimethylformamide was added. The reaction mixture was stirred for 1 h at -12° C. and for 2 h at 0°-15° C., then filtered to remove sa... Reaction conditions: time 2 minute. As a reaction SMILES: [NH:1]1[CH2:8][CH2:7][CH2:6][C@H:2]1[C:3](O)=[O:4].C[N:10]1[CH2:15][CH2:14][O:13]CC1.[CH2:16]([O:18]C(Cl)=O)[CH3:17].Cl.[NH2:23][C@H:24]([C:35]([NH:37][C@H:38]([C:43]([NH2:45])=[O:44])[CH2:39][CH2:40][S:41][CH3:42])=[O:36])[CH2:25][C:26]1[C:34]2[C:29](=[CH:30][CH:31]=[CH:32][CH:33]=2)[NH:28][CH:27]=1.[O:46]1C[CH2:49][CH2:48][CH2:47]1>CN(C)C=O>[NH:10]1[C:47](=[O:46])[CH2:48][CH2:49][C@H:17]1[C:16]([N:1]1[CH2:8][CH2:7][CH2:6][C@H:2]1[C:3]([NH:23][C@H:24]([C:35]([NH:37][C@H:38]([C:43]([NH2:45])=[O:44])[CH2:39][CH2:40][S:41][CH3:42])=[O:36])[CH2:25][C:26]1[C:34]2[C:29](=[CH:30][CH:31]=[CH:32][CH:33]=2)[NH:28][CH:27]=1)=[O:4])=[O:18].[CH:14]([O:13][CH:7]([CH3:6])[CH3:8])([CH3:15])[CH3:16]. Starting materials: N[C@@H](CC1=CNC2=CC=CC=C12)C(=O)N[C@@H](CCSC)C(=O)N (H-Trp-Met-NH2), CN1CCOCC1 (N-methylmorpholine), Cl (HCl), CN1CCOCC1 (N-methylmorpholine), C(C)OC(=O)Cl (ethylchloroformate), N1[C@H](C(=O)O)CCC1 (Pro-OH), O1CCCC1 (tetrahydrofuran).